From a dataset of the Open Reaction Database (ORD), a public repository of structured organic reaction records. describe an organic reaction: reactants, conditions, products, and yield The reactants are [H-].[Na+] (sodium hydride), CN(C(=S)Cl)C (dimethylthiocarbamoyl chloride), OC1=C(C(=O)OC)C=CC=C1CC(=C)C (2-hydroxy-3-(2-methyl-2-propenyl) benzoic acid, methyl ester). Solvent: CN(C=O)C (dimethylformamide), CN(C=O)C (dimethylformamide), CN(C=O)C (dimethylformamide). Yields the product CN(C)C(OC1=C(C(=O)OC)C=CC=C1CC(=C)C)=S (2-[dimethylamino(thioxomethyl) oxy]-3-(2-methyl-2-propenyl)benzoic acid, methyl ester). Yield: 60.1%. RXN SMILES: [H-].[Na+].[OH:3][C:4]1[C:13]([CH2:14][C:15]([CH3:17])=[CH2:16])=[CH:12][CH:11]=[CH:10][C:5]=1[C:6]([O:8][CH3:9])=[O:7].[CH3:18][N:19]([CH3:23])[C:20](Cl)=[S:21]>CN(C)C=O>[CH3:18][N:19]([C:20](=[S:21])[O:3][C:4]1[C:13]([CH2:14][C:15]([CH3:17])=[CH2:16])=[CH:12][CH:11]=[CH:10][C:5]=1[C:6]([O:8][CH3:9])=[O:7])[CH3:23] |f:0.1|. Procedure: To 1 liter of dry dimethylformamide were added 16 g of 60% sodium hydride in oil. After stirring under a nitrogen atmosphere, 81.7 g of 2-hydroxy-3-(2-methyl-2-propenyl) benzoic acid, methyl ester, as a solution in dimethylformamide, were added in dropwise fashion. After stirring at room temperature, a solution 49.6 g of dimethylthiocarbamoyl chloride in dimethylformamide was added over a one hour period. The reaction mixture was stirred at room temperature overnight, then poured onto ice and ex... The reactants are COC(C1=CC(=C(C=C1)NC(=O)OC(C)(C)C)NS(=O)(=O)C1=C(C=CC=C1)[N+](=O)[O-])=O (4-tert-butoxycarbonylamino-3-(2-nitro-benzenesulfonylamino)-benzoic acid methyl ester), C([O-])([O-])=O.[K+].[K+] (potassium carbonate), CI (methyl iodide), O (Water). Solvent: CN(C=O)C (dimethylformamide), C(C)(=O)OCC (ethyl acetate). Reaction conditions: time 2 hour. Product: COC(C1=CC(=C(C=C1)NC(=O)OC(C)(C)C)N(S(=O)(=O)C1=C(C=CC=C1)[N+](=O)[O-])C)=O (4-tert-butoxycarbonylamino-3-[methyl-(2-nitro-benzenesulfonyl)-amino]-benzoic acid methyl ester). Reaction SMILES: [CH3:1][O:2][C:3](=[O:31])[C:4]1[CH:9]=[CH:8][C:7]([NH:10][C:11]([O:13][C:14]([CH3:17])([CH3:16])[CH3:15])=[O:12])=[C:6]([NH:18][S:19]([C:22]2[CH:27]=[CH:26][CH:25]=[CH:24][C:23]=2[N+:28]([O-:30])=[O:29])(=[O:21])=[O:20])[CH:5]=1.[C:32](=O)([O-])[O-].[K+].[K+].CI.O>CN(C)C=O.C(OCC)(=O)C>[CH3:1][O:2][C:3](=[O:31])[C:4]1[CH:9]=[CH:8][C:7]([NH:10][C:11]([O:13][C:14]([CH3:17])([CH3:15])[CH3:16])=[O:12])=[C:6]([N:18]([CH3:32])[S:19]([C:22]2[CH:27]=[CH:26][CH:25]=[CH:24][C:23]=2[N+:28]([O-:30])=[O:29])(=[O:21])=[O:20])[CH:5]=1 |f:1.2.3|. Reported procedure: After dissolving 4-tert-butoxycarbonylamino-3-(2-nitro-benzenesulfonylamino)-benzoic acid methyl ester (1.23 g, 2.73 mmol) in dimethylformamide (10 ml), potassium carbonate (1.13 g, 8.16 mmol) and methyl iodide (0.254 ml, 4.09 mmol) were added in an ice bath, and the mixture was stirred at room temperature for 2 hours. Water (100 ml) was added to the reaction mixture, and extraction was performed with ethyl acetate (40 ml×4 times). The obtained organic layer was washed with saturated brine and t... The reactants are COC(=O)C(C)O, Cc1cc(O)ccc1Cl, ClCCl, CCOC(=O)N=NC(=O)OCC, c1ccc(P(c2ccccc2)c2ccccc2)cc1. Product: COC(=O)C(C)Oc1ccc(Cl)c(C)c1. Reaction SMILES: [C:29]([CH:30]([OH:31])[CH3:32])(=[O:33])[O:34][CH3:35].[CH3:1][c:2]1[cH:3][c:4]([OH:9])[cH:5][cH:6][c:7]1[Cl:8].[Cl:48][CH2:49][Cl:50].[O:36]=[C:37]([O:38][CH2:39][CH3:40])[N:41]=[N:42][C:43]([O:44][CH2:45][CH3:46])=[O:47].[c:10]1([P:11]([c:12]2[cH:13][cH:14][cH:15][cH:16][cH:17]2)[c:18]2[cH:19][cH:20][cH:21][cH:22][cH:23]2)[cH:24][cH:25][cH:26][cH:27][cH:28]1>>[CH3:1][c:2]1[cH:3][c:4]([O:9][CH:30]([C:29](=[O:33])[O:34][CH3:35])[CH3:32])[cH:5][cH:6][c:7]1[Cl:8]. The reactants are CSC1=NN=CC=2N1C=NC2 (4-(methylthio)imidazo[1,5-d]-as-triazine), C(C1=CC=CC=C1)N (benzylamine). The solvent is C1(=CC=CC=C1)C (toluene). The product is C(C1=CC=CC=C1)NC1=NN=CC=2N1C=NC2 (4-Benzylaminoimidazo[1,5-d]-as-triazine). Reaction SMILES: CS[C:3]1[N:8]2[CH:9]=[N:10][CH:11]=[C:7]2[CH:6]=[N:5][N:4]=1.[CH2:12]([NH2:19])[C:13]1[CH:18]=[CH:17][CH:16]=[CH:15][CH:14]=1>C1(C)C=CC=CC=1>[CH2:12]([NH:19][C:3]1[N:8]2[CH:9]=[N:10][CH:11]=[C:7]2[CH:6]=[N:5][N:4]=1)[C:13]1[CH:18]=[CH:17][CH:16]=[CH:15][CH:14]=1. Procedure details: A solution of 16.6 g of 4-(methylthio)imidazo[1,5-d]-as-triazine, 51.3 ml (50.3 g) of benzylamine and 580 ml of toluene is refluxed for 10 days. After cooling, a precipitate is collected and recrystallized from methanol to yield the desired product, m.p. 275°-278° C. The reactants are [H-].[Na+] (sodium hydride), oil, ice, C(C)(C)(C)OC(=O)N(CC(CN(C)C(=O)OC(C)(C)C)O)C (N,N′-bis(t-butoxy-carbonyl)-2-hydroxy-N,N′-dimethyl-1,3-propanediamine), C(C1=CC=CC=C1)Br (benzyl bromide). Solvent: O1CCCC1 (tetrahydrofuran). Run at time 15 hour. Yields the product C(C1=CC=CC=C1)OC(CN(C)C(=O)OC(C)(C)C)CN(C)C(=O)OC(C)(C)C (2-benzyloxy-N,N′-bis(t-butoxycarbonyl)-N,N′-dimethyl-1,3-propanediamine). RXN SMILES: [C:1]([O:5][C:6]([N:8]([CH3:22])[CH2:9][CH:10]([OH:21])[CH2:11][N:12]([C:14]([O:16][C:17]([CH3:20])([CH3:19])[CH3:18])=[O:15])[CH3:13])=[O:7])([CH3:4])([CH3:3])[CH3:2].[CH2:23](Br)[C:24]1[CH:29]=[CH:28][CH:27]=[CH:26][CH:25]=1.[H-].[Na+]>O1CCCC1>[CH2:23]([O:21][CH:10]([CH2:9][N:8]([C:6]([O:5][C:1]([CH3:3])([CH3:2])[CH3:4])=[O:7])[CH3:22])[CH2:11][N:12]([C:14]([O:16][C:17]([CH3:20])([CH3:19])[CH3:18])=[O:15])[CH3:13])[C:24]1[CH:29]=[CH:28][CH:27]=[CH:26][CH:25]=1 |f:2.3|. Procedure details: To an ice-cold solution of N,N′-bis(t-butoxy-carbonyl)-2-hydroxy-N,N′-dimethyl-1,3-propanediamine (87.0 mg, 0.27 mmol) in tetrahydrofuran (4.0 mL) were added benzyl bromide (230.0 mg, 1.35 mmol) and a 50% dispersion of sodium hydride in mineral oil (35.0 mg, 0.81 mmol). The reaction mixture was stirred at room temperature for 15 hours and concentrated under reduced pressure. Water was added to the residue, and the mixture was extracted with ethyl acetate. The organic layer was washed with brine,...